From a dataset of the Open Reaction Database (ORD), a public repository of structured organic reaction records. describe an organic reaction: reactants, conditions, products, and yield Run in O (water). Yield: 77.6%. Procedure: To 19 g (0.1 mol) of α-chloro-4-chlorobenzaldoxime prepared above was added 20.6 g (2.0 mol) of acetic anhydride followed by heating on a water bath at a temperature of from 80° to 90° C for about 2 hours. After completion of the reaction, the reaction mixture was poured into water to give pale yellow crystals. The product thus obtained was filtered, dried and recrystallized from ligroin to give 18 g of the desired product as white crystals having a melting point of 76°-77° C. Yield, 77%. The product is ClC(C1=CC=C(C=C1)Cl)=NOC(C)=O (α-Chloro-O-Acetyl-4-Chlorobenzaldoxime). Reaction SMILES: [Cl:1][C:2](=[N:10][OH:11])[C:3]1[CH:8]=[CH:7][C:6]([Cl:9])=[CH:5][CH:4]=1.[C:12](OC(=O)C)(=[O:14])[CH3:13]>O>[Cl:1][C:2](=[N:10][O:11][C:12](=[O:14])[CH3:13])[C:3]1[CH:4]=[CH:5][C:6]([Cl:9])=[CH:7][CH:8]=1. Reactants: ClC(C1=CC=C(C=C1)Cl)=NO (α-chloro-4-chlorobenzaldoxime), C(C)(=O)OC(C)=O (acetic anhydride). Starting materials: CC1=C(O)C=C(C(=C1)O)C(CCCCCCCCCCCCCCC)=O (2-methyl-5-hexadecanoylhydroquinone), C([O-])([O-])=O.[K+].[K+] (potassium carbonate), C(C)C(=O)C (methyl ethyl ketone), C(C=C)Br (allyl bromide). Run in O (water). Product: C(C=C)OC1=C(C=C(C(=C1)C(CCCCCCCCCCCCCCC)=O)O)C (4-hydroxy-2-methyl-5-hexadecanoylphenyl allyl ether). RXN SMILES: [CH3:1][C:2]1[CH:8]=[C:7]([OH:9])[C:6]([C:10](=[O:26])[CH2:11][CH2:12][CH2:13][CH2:14][CH2:15][CH2:16][CH2:17][CH2:18][CH2:19][CH2:20][CH2:21][CH2:22][CH2:23][CH2:24][CH3:25])=[CH:5][C:3]=1[OH:4].C(=O)([O-])[O-].[K+].[K+].[CH2:33]([C:35](C)=O)[CH3:34].C(Br)C=C>O>[CH2:35]([O:4][C:3]1[CH:5]=[C:6]([C:10](=[O:26])[CH2:11][CH2:12][CH2:13][CH2:14][CH2:15][CH2:16][CH2:17][CH2:18][CH2:19][CH2:20][CH2:21][CH2:22][CH2:23][CH2:24][CH3:25])[C:7]([OH:9])=[CH:8][C:2]=1[CH3:1])[CH:33]=[CH2:34] |f:1.2.3|. Procedure details: Under nitrogen atmosphere a mixture of 17.5 g of the keto-compound of step 1, 10.2 g of potassium carbonate and 200 ml of methyl ethyl ketone was refluxed with stirring together with 6.9 g of allyl bromide for 1 hour. After a total refluxing time of 9 h the reaction mixture was mixed with 100 ml of water. The methyl ethyl ketone layer is separated, shaken twice with a 20% by weight sodium chloride solution and dried with sodium sulphate. The residue left after evaporation of the solvent was stir...